From a dataset of the Open Reaction Database (ORD), a public repository of structured organic reaction records. describe an organic reaction: reactants, conditions, products, and yield The reactants are CC1=C(C(=CC=C1)C)O (2,6-dimethylphenol), N(=NC(=O)OC(C)C)C(=O)OC(C)C (Diisopropyl azocarboxylate), OC[C@H]1N(CCC1)C=O ((S)-(2-hydroxymethyl-pyrrolidin-1-yl)-methanone), C1(=CC=CC=C1)P(C1=CC=CC=C1)C1=CC=CC=C1 (triphenylphosphine). The solvent is C1CCOC1 (THF), C1CCOC1 (THF). Reaction conditions: time 10 minute. Yields the product CC1=C(OC[C@H]2N(CCC2)C=O)C(=CC=C1)C ([(S)-2-(2,6-dimethyl-phenoxymethyl)-pyrrolidin-1-yl]-methanone), solid. As a reaction SMILES: [OH:1][CH2:2][C@@H:3]1[CH2:7][CH2:6][CH2:5][N:4]1[CH:8]=[O:9].C1(P(C2C=CC=CC=2)C2C=CC=CC=2)C=CC=CC=1.[CH3:29][C:30]1[CH:35]=[CH:34][CH:33]=[C:32]([CH3:36])[C:31]=1O.N(C(OC(C)C)=O)=NC(OC(C)C)=O>C1COCC1>[CH3:29][C:30]1[CH:35]=[CH:34][CH:33]=[C:32]([CH3:36])[C:31]=1[O:1][CH2:2][C@@H:3]1[CH2:7][CH2:6][CH2:5][N:4]1[CH:8]=[O:9]. Procedure: A mixture of (3-difluoromethyl-1-methyl-1H-pyrazol-4-yl)-((S)-(2-hydroxymethyl-pyrrolidin-1-yl)-methanone (2.0 g; 7.7 mmol), which was prepared as described in example P8, triphenylphosphine (2.1 g; 8.0 mmol) and 2,6-dimethylphenol (0.94 g; 7.7 mmol) in dry THF (30 ml) was cooled in an ice-bath. Diisopropyl azocarboxylate (1.60 g; 8.0 mmol) in dry THF (15 ml) was added dropwise, with stirring under nitrogen atmosphere over 10 minutes. The reaction mixture was stirred at ambient temperature for 6...